describe an organic reaction: reactants, conditions, products, and yield From a dataset of the Open Reaction Database (ORD), a public repository of structured organic reaction records. Reactants: CCS(=O)(=O)CCN(C(=O)Cc1ccc(F)c(C(F)(F)F)c1)C(C)c1nc2ccc(F)cn2c(=O)c1Br, N#Cc1ccc(B(O)O)cc1, C1CCOC1, [Na+], [Na+], O=C([O-])[O-]. Yields the product CCS(=O)(=O)CCN(C(=O)Cc1ccc(F)c(C(F)(F)F)c1)C(C)c1nc2ccc(F)cn2c(=O)c1-c1ccc(C#N)cc1. RXN SMILES: [Br:1][c:2]1[c:3]([CH:14]([CH3:15])[N:16]([C:17]([CH2:18][c:19]2[cH:20][c:21]([C:26]([F:27])([F:28])[F:29])[c:22]([F:25])[cH:23][cH:24]2)=[O:30])[CH2:31][CH2:32][S:33](=[O:34])(=[O:35])[CH2:36][CH3:37])[n:4][c:5]2[n:6]([c:7]1=[O:8])[cH:9][c:10]([F:13])[cH:11][cH:12]2.[C:38](#[N:39])[c:40]1[cH:41][cH:42][c:43]([B:46]([OH:47])[OH:48])[cH:44][cH:45]1.[CH2:55]1[O:56][CH2:57][CH2:58][CH2:59]1.[Na+:49].[Na+:50].[O-:51][C:52](=[O:53])[O-:54]>>[c:2]1(-[c:43]2[cH:42][cH:41][c:40]([C:38]#[N:39])[cH:45][cH:44]2)[c:3]([CH:14]([CH3:15])[N:16]([C:17]([CH2:18][c:19]2[cH:20][c:21]([C:26]([F:27])([F:28])[F:29])[c:22]([F:25])[cH:23][cH:24]2)=[O:30])[CH2:31][CH2:32][S:33](=[O:34])(=[O:35])[CH2:36][CH3:37])[n:4][c:5]2[n:6]([c:7]1=[O:8])[cH:9][c:10]([F:13])[cH:11][cH:12]2. The reactants are O=C1CN(CC1)C(=O)OCC1=CC=CC=C1 (benzyl 3-oxopyrrolidine-1-carboxylate), BrCC=C(C)C (4-bromo-2-methyl-2-butene), O1CCCC1 (tetrahydrofuran). The reagents and catalysts are [Zn] (zinc). Solvent: [Cl-].[NH4+] (ammonium chloride). Conditions: time 45 minute. Product: CC(C=C)(C)C1(CN(CC1)C(=O)OCC1=CC=CC=C1)O (benzyl 3-(1,1-dimethylprop-2-en-1-yl)-3-hydroxypyrrolidine-1-carboxylate). RXN SMILES: [O:1]=[C:2]1[CH2:6][CH2:5][N:4]([C:7]([O:9][CH2:10][C:11]2[CH:16]=[CH:15][CH:14]=[CH:13][CH:12]=2)=[O:8])[CH2:3]1.Br[CH2:18][CH:19]=[C:20]([CH3:22])[CH3:21].O1CCCC1>[Cl-].[NH4+].[Zn]>[CH3:21][C:20]([C:2]1([OH:1])[CH2:6][CH2:5][N:4]([C:7]([O:9][CH2:10][C:11]2[CH:16]=[CH:15][CH:14]=[CH:13][CH:12]=2)=[O:8])[CH2:3]1)([CH3:22])[CH:19]=[CH2:18] |f:3.4|. Procedure: To a suspension of benzyl 3-oxopyrrolidine-1-carboxylate (4.50 g, 0.0205 mol) and 4-bromo-2-methyl-2-butene (4.75 mL, 0.0412 mol) in 25.0 mL of saturated ammonium chloride and tetrahydrofuran (4.75 mL, 0.0586 mol) was added zinc (2.70 g, 0.0412 mol) at rt. Soon after stirring was started, gas and heat were evolved. After 45 min., the resulting light grey mixture was filtered through celite. Layers of the filtrate were separated and the aqueous layer of the filtrate was extracted with EtOAc. The ...